From a dataset of the Open Reaction Database (ORD), a public repository of structured organic reaction records. describe an organic reaction: reactants, conditions, products, and yield Reactants: FC=1C=CC(=C(C1)C1=C2C(=NC=C1)NC(=C2)C2=CCN(CC2)CC(=O)OC(C)(C)C)OC (tert-butyl 2-(4-(4-(5-fluoro-2-methoxyphenyl)-1H-pyrrolo[2,3-b]pyridin-2-yl)-5,6-dihydropyridin-1(2H)-yl)acetate), FC(C(=O)O)(F)F (trifluoroacetic acid). The solvent is ClCCl (dichloromethane). Run at time 20 minute. Yields the product FC=1C=CC(=C(C1)C1=C2C(=NC=C1)NC(=C2)C=2CCN(CC2)CC(=O)O)OC ({4-[4-(5-fluoro-2-methoxyphenyl)-1H-pyrrolo[2,3-b]pyridin-2-yl]-3,6-dihydropyridin-1(2H)-yl}acetic acid), hydrochloride salt. Reaction SMILES: [F:1][C:2]1[CH:3]=[CH:4][C:5]([O:31][CH3:32])=[C:6]([C:8]2[CH:13]=[CH:12][N:11]=[C:10]3[NH:14][C:15]([C:17]4[CH2:22][CH2:21][N:20]([CH2:23][C:24]([O:26]C(C)(C)C)=[O:25])[CH2:19][CH:18]=4)=[CH:16][C:9]=23)[CH:7]=1.FC(F)(F)C(O)=O>ClCCl>[F:1][C:2]1[CH:3]=[CH:4][C:5]([O:31][CH3:32])=[C:6]([C:8]2[CH:13]=[CH:12][N:11]=[C:10]3[NH:14][C:15]([C:17]4[CH2:22][CH2:21][N:20]([CH2:23][C:24]([OH:26])=[O:25])[CH2:19][CH:18]=4)=[CH:16][C:9]=23)[CH:7]=1. Reported procedure: A solution of Example 226A (0.43 g, 0.983 mmol) and trifluoroacetic acid (1.817 mL, 23.59 mmol) in dichloromethane (9.83 mL) was stirred at ambient temperature for 24 hours. The mixture was concentrated, dissolved in 5 mL dichloromethane and 2N hydrogen chloride in ether (20 mL) was added. The suspension was stirred for 20 minutes, treated with ether (50 mL), and filtered. The solid was washed with ether and dried under vacuum to afford the title compound as a hydrochloride salt. 1H NMR (400 MHz... Starting materials: N#Cc1cccc(CBr)c1, OCC1CC(c2ccc(CN3CCCC3)cc2)C1, C1CCOC1. Product: N#Cc1cccc(COCC2CC(c3ccc(CN4CCCC4)cc3)C2)c1. As a reaction SMILES: [Br:19][CH2:20][c:21]1[cH:22][c:23]([C:24]#[N:25])[cH:26][cH:27][cH:28]1.[N:1]1([CH2:6][c:7]2[cH:8][cH:9][c:10]([CH:13]3[CH2:14][CH:15]([CH2:17][OH:18])[CH2:16]3)[cH:11][cH:12]2)[CH2:2][CH2:3][CH2:4][CH2:5]1.[O:29]1[CH2:30][CH2:31][CH2:32][CH2:33]1>>[N:1]1([CH2:6][c:7]2[cH:8][cH:9][c:10]([CH:13]3[CH2:14][CH:15]([CH2:17][O:18][CH2:20][c:21]4[cH:22][c:23]([C:24]#[N:25])[cH:26][cH:27][cH:28]4)[CH2:16]3)[cH:11][cH:12]2)[CH2:2][CH2:3][CH2:4][CH2:5]1. The reactants are CC(=O)[O-], NS(=O)(=O)c1ccccc1CCl, Cl, [K+], O. Yields the product CC(=O)OCc1ccccc1S(N)(=O)=O. As a reaction SMILES: [CH3:14][C:15]([O-:16])=[O:17].[Cl:1][CH2:2][c:3]1[c:4]([S:9](=[O:10])(=[O:11])[NH2:12])[cH:5][cH:6][cH:7][cH:8]1.[ClH:18].[K+:13].[OH2:19]>>[CH2:2]([c:3]1[c:4]([S:9](=[O:10])(=[O:11])[NH2:12])[cH:5][cH:6][cH:7][cH:8]1)[O:17][C:15]([CH3:14])=[O:16]. Starting materials: S(=O)(=O)=O (sulfur trioxide), ClC1=CC=CC=C1 (chlorobenzene), S(=O)(=O)(OC)OC (dimethyl sulfate), S(=O)(=O)(OC)OS(=O)(=O)OC (dimethyl pyrosulfate). The product is ClC1=CC=C(C=C1)S(=O)(=O)C1=CC=C(C=C1)Cl (bis(4-chlorophenyl) sulfone). As a reaction SMILES: [S:1](=[O:4])(=O)=[O:2].S(OC)(OC)(=O)=O.S(OS(OC)(=O)=O)(OC)(=O)=O.[Cl:23][C:24]1[CH:29]=[CH:28][CH:27]=[CH:26][CH:25]=1>>[Cl:23][C:24]1[CH:29]=[CH:28][C:27]([S:1]([C:27]2[CH:28]=[CH:29][C:24]([Cl:23])=[CH:25][CH:26]=2)(=[O:4])=[O:2])=[CH:26][CH:25]=1. Procedure: When the components are passed once through the reactor at a rate giving a residence time of from 1 to 3 minutes, the conversion rate is 57%. This can be increased to 91% conversion by continuously pumping the effluent reaction mixture back to the fixed bed of the reactor to give an average residence time of approximately 15 minutes. No advantage is gained, we have found, by first converting sulfur trioxide and dimethyl sulfate to reactive dimethyl pyrosulfate and then reacting the latter with c...